Dataset: the Open Reaction Database (ORD), a public repository of structured organic reaction records. Task: describe an organic reaction: reactants, conditions, products, and yield Starting materials: BrC=1C=C(OC2CCN(CC2)C(=O)OC(C)(C)C)C=C(C1)CO (tert-butyl 4-[3-bromo-5-(hydroxymethyl)phenoxy]piperidine-1-carboxylate), CC(=O)OI1(C=2C=CC=CC2C(=O)O1)(OC(=O)C)OC(=O)C (Dess-Martin periodinane), C(=O)(O)[O-].[Na+] (NaHCO3). The solvent is C(Cl)Cl (DCM). Run at time 2 hour. Product: BrC=1C=C(OC2CCN(CC2)C(=O)OC(C)(C)C)C=C(C1)C=O (tert-Butyl 4-(3-bromo-5-formylphenoxy)piperidine-1-carboxylate). As a reaction SMILES: [Br:1][C:2]1[CH:3]=[C:4]([CH:19]=[C:20]([CH2:22][OH:23])[CH:21]=1)[O:5][CH:6]1[CH2:11][CH2:10][N:9]([C:12]([O:14][C:15]([CH3:18])([CH3:17])[CH3:16])=[O:13])[CH2:8][CH2:7]1.CC(OI1(OC(C)=O)(OC(C)=O)OC(=O)C2C=CC=CC1=2)=O.C([O-])(O)=O.[Na+]>C(Cl)Cl>[Br:1][C:2]1[CH:3]=[C:4]([CH:19]=[C:20]([CH:22]=[O:23])[CH:21]=1)[O:5][CH:6]1[CH2:7][CH2:8][N:9]([C:12]([O:14][C:15]([CH3:16])([CH3:17])[CH3:18])=[O:13])[CH2:10][CH2:11]1 |f:2.3|. Reported procedure: To a solution of tert-butyl 4-[3-bromo-5-(hydroxymethyl)phenoxy]piperidine-1-carboxylate (0.47 g, 1.2 mmol) in DCM (20 mL) at 0° C. was added Dess-Martin periodinane (0.67 g, 1.6 mmol). After stirring for 2 hours, the reaction solution was poured into saturated NaHCO3, and extracted with DCM (3×). The combined extracts were washed with brine. The organic layer was dried over sodium sulfate, decanted and evaporated to give the desired product that was used without further purification. Reactants: CN (methylamine), CSC(SC)=NC#N (dimethylcyanodithioimidocarbonate), NCCSCC1=NC=CC=C1Br (2-((2-aminoethyl)thiomethyl)-3-bromopyridine), CN (methylamine). Run in C(C)O (ethanol). Conditions: time 8 hour. Product: C(#N)NC(=NC)NCCSCC1=NC=CC=C1Br (N-cyano-N'-[2-((3-bromo-2-pyridyl)methylthio)ethyl]-N"-methylguanidine). Reaction SMILES: CS[C:3](=[N:6][C:7]#[N:8])SC.[NH2:9][CH2:10][CH2:11][S:12][CH2:13][C:14]1[C:19]([Br:20])=[CH:18][CH:17]=[CH:16][N:15]=1.[CH3:21][NH2:22]>C(O)C>[C:21]([NH:8][C:7]([NH:9][CH2:10][CH2:11][S:12][CH2:13][C:14]1[C:19]([Br:20])=[CH:18][CH:17]=[CH:16][N:15]=1)=[N:6][CH3:3])#[N:22]. Procedure details: Sequential reaction of dimethylcyanodithioimidocarbonate with 2-((2-aminoethyl)thiomethyl)-3-bromopyridine) and excess methylamine at room temperature in ethanol, the methylamine being added after initial standing overnight and the solution then allowed to stand for a further four hours, followed by chromatographic purification on a column of silica gel with elution by ethyl acetate and final recrystallisation from ethyl acetate-petroleum ether gave N-cyano-N'-[2-((3-bromo-2-pyridyl)methylthio)e... Starting materials: O=C(CBr)c1ccccc1, C1=C(N2CCCC2)CCCC1, CN1CCCC1=O, [I-], [Na+], O. Yields the product O=C(CC1CCCCC1=O)c1ccccc1. As a reaction SMILES: [Br:14][CH2:15][C:16](=[O:17])[c:18]1[cH:19][cH:20][cH:21][cH:22][cH:23]1.[C:1]1([N:7]2[CH2:8][CH2:9][CH2:10][CH2:11]2)=[CH:2][CH2:3][CH2:4][CH2:5][CH2:6]1.[CH3:25][N:26]1[CH2:27][CH2:28][CH2:29][C:30]1=[O:31].[I-:12].[Na+:13].[OH2:24]>>[C:1]1(=[O:24])[CH:2]([CH2:15][C:16](=[O:17])[c:18]2[cH:19][cH:20][cH:21][cH:22][cH:23]2)[CH2:3][CH2:4][CH2:5][CH2:6]1. Starting materials: O=C(NCCC(O)C(=O)O)OCc1ccccc1, CO, O=C(Cl)OCc1ccccc1, [K+], [K+], O=C([O-])[O-], O. Product: O=C(NCCC(OC(=O)c1ccccc1)C(=O)O)OCc1ccccc1. Reaction SMILES: [CH2:1]([c:2]1[cH:3][cH:4][cH:5][cH:6][cH:7]1)[O:8][C:9](=[O:10])[NH:11][CH2:12][CH2:13][CH:14]([C:15](=[O:16])[OH:17])[OH:18].[CH3:36][OH:37].[Cl:25][C:26](=[O:27])[O:28][CH2:29][c:30]1[cH:31][cH:32][cH:33][cH:34][cH:35]1.[K+:19].[K+:20].[O-:21][C:22]([O-:23])=[O:24].[OH2:38]>>[CH2:1]([c:2]1[cH:3][cH:4][cH:5][cH:6][cH:7]1)[O:8][C:9](=[O:10])[NH:11][CH2:12][CH2:13][CH:14]([C:15](=[O:16])[OH:17])[O:18][C:29](=[O:28])[c:30]1[cH:31][cH:32][cH:33][cH:34][cH:35]1.